Dataset: the Open Reaction Database (ORD), a public repository of structured organic reaction records. Task: describe an organic reaction: reactants, conditions, products, and yield Starting materials: 9.5-g, BrC=1C=CC2=C(C(=[N+](CC(N2)=O)[O-])C2=C(C=CC=C2)F)C1 (7-bromo-5-(2-fluorophenyl)-1,3-dihydro-2H-1,4-benzodiazepin-2-one 4-oxide), FC(C(=O)OC(C(F)(F)F)=O)(F)F (trifluoroacetic anhydride). Conditions: time 90 minute. Yields the product BrC=1C=CC2=C(C(=NC(C(N2)=O)OC(C(F)(F)F)=O)C2=C(C=CC=C2)F)C1 (7-bromo-5-(2-fluorophenyl)-1,3-dihydro-3-trifluoroacetoxy-2H-1,4-benzodiazepin-2one). Isolated yield 80.0%. As a reaction SMILES: [Br:1][C:2]1[CH:3]=[CH:4][C:5]2[NH:11][C:10](=[O:12])[CH2:9][N+:8]([O-])=[C:7]([C:14]3[CH:19]=[CH:18][CH:17]=[CH:16][C:15]=3[F:20])[C:6]=2[CH:21]=1.[F:22][C:23]([F:34])([F:33])[C:24]([O:26]C(=O)C(F)(F)F)=[O:25]>>[Br:1][C:2]1[CH:3]=[CH:4][C:5]2[NH:11][C:10](=[O:12])[CH:9]([O:26][C:24](=[O:25])[C:23]([F:34])([F:33])[F:22])[N:8]=[C:7]([C:14]3[CH:19]=[CH:18][CH:17]=[CH:16][C:15]=3[F:20])[C:6]=2[CH:21]=1. Procedure details: A 9.5-g (0.027 mole) portion of 7-bromo-5-(2-fluorophenyl)-1,3-dihydro-2H-1,4-benzodiazepin-2-one 4-oxide was added portion-wise to 50 ml of trifluoroacetic anhydride, and the reaction mixture was stirred for 90 minutes. The suspended solid that formed was collected on a filter, washed thoroughly with pentane and dried in a vacuum over KOH. There was obtained 9.72 g (80%) of 7-bromo-5-(2-fluorophenyl)-1,3-dihydro-3-trifluoroacetoxy-2H-1,4-benzodiazepin-2one as an off-white crystalline powder: mp... Reactants: CC1(CC1)C(CC#N)=O (3-(1-methyl-cyclopropyl)-3-oxo-propionitrile), CNN (methylhydrazine). The solvent is CO (MeOH). The product is CN1N=C(C=C1N)C1(CC1)C (1-Methyl-3-(1-Methyl-cyclopropyl)-1H-pyrazol-5-ylamine). As a reaction SMILES: [CH3:1][C:2]1([C:5](=O)[CH2:6][C:7]#[N:8])[CH2:4][CH2:3]1.[CH3:10][NH:11][NH2:12]>CO>[CH3:10][N:11]1[C:7]([NH2:8])=[CH:6][C:5]([C:2]2([CH3:1])[CH2:4][CH2:3]2)=[N:12]1. Reported procedure: A solution of 3-(1-methyl-cyclopropyl)-3-oxo-propionitrile (1.0 g, 8.1 mmol), methylhydrazine (0.56 g, 12.2 mmol) and MeOH (40 mL) is heated at 80° C. for 16 h. The solution is then concentrated in vacuo and the residue is suspended in 5 mL DCM and 20 mL heptane, filtered to give product. MS (ESI) m/z 152.3 (M+1). Starting materials: N(=O)[O-].[Na+] (sodium nitrite), [Sn](Cl)(Cl)(Cl)Cl (tin chloride), C(C1=CC=CC=C1)OC1=C(N)C=CC=C1 (2-benzyloxyaniline). The solvent is O (water), Cl (hydrochloric acid), Cl (hydrochloric acid). Conditions: time 30 minute. The product is C(C1=CC=CC=C1)OC1=C(C=CC=C1)NN ((2-Benzyloxyphenyl)-hydrazine). RXN SMILES: [CH2:1]([O:8][C:9]1[CH:15]=[CH:14][CH:13]=[CH:12][C:10]=1[NH2:11])[C:2]1[CH:7]=[CH:6][CH:5]=[CH:4][CH:3]=1.[N:16]([O-])=O.[Na+].[Sn](Cl)(Cl)(Cl)Cl>Cl.O>[CH2:1]([O:8][C:9]1[CH:15]=[CH:14][CH:13]=[CH:12][C:10]=1[NH:11][NH2:16])[C:2]1[CH:3]=[CH:4][CH:5]=[CH:6][CH:7]=1 |f:1.2|. Procedure: The 2-benzyloxyaniline (4.99 g, 25.0 mmol) partially dissolved in conc hydrochloric acid (15 mL) was cooled to less than 0° C. and a solution of the sodium nitrite (2.07 g, 30.0 mmol) in water (10 mL) was added dropwise. The reaction was stirred at the same temp for 30 min, when tin chloride (16.9 g, 75.0 mmol) in hydrochloric acid (10 mL) was added dropwise again keeping temp ca 0° C. The reaction was stored overnight in the fridge. The aqueous was decanted off the resulting black oily gum and ... The reactants are C(C1=CC=CC=C1)OC1=C(C=CC(=C1F)F)[N+](=O)[O-] (2-(benzyloxy)-3,4-difluoro-1-nitrobenzene), CS(=O)(=O)C1=CC=C(C=N1)O (6-(methylsulfonyl)pyridin-3-ol), C([O-])([O-])=O.[K+].[K+] (potassium carbonate). Run in CN(C=O)C (N,N-dimethylformamide). Reaction conditions: temperature 90 celsius, time 5 hour. Product: C(C1=CC=CC=C1)OC=1C(=C(OC=2C=CC(=NC2)S(=O)(=O)C)C=CC1[N+](=O)[O-])F (5-[3-(Benzyloxy)-2-fluoro-4-nitrophenoxy]-2-(methylsulfonyl)pyridine). The yield is 69.6%. As a reaction SMILES: [CH2:1]([O:8][C:9]1[C:14]([F:15])=[C:13](F)[CH:12]=[CH:11][C:10]=1[N+:17]([O-:19])=[O:18])[C:2]1[CH:7]=[CH:6][CH:5]=[CH:4][CH:3]=1.[CH3:20][S:21]([C:24]1[N:29]=[CH:28][C:27]([OH:30])=[CH:26][CH:25]=1)(=[O:23])=[O:22].C(=O)([O-])[O-].[K+].[K+]>CN(C)C=O>[CH2:1]([O:8][C:9]1[C:14]([F:15])=[C:13]([CH:12]=[CH:11][C:10]=1[N+:17]([O-:19])=[O:18])[O:30][C:27]1[CH:26]=[CH:25][C:24]([S:21]([CH3:20])(=[O:23])=[O:22])=[N:29][CH:28]=1)[C:2]1[CH:7]=[CH:6][CH:5]=[CH:4][CH:3]=1 |f:2.3.4|. Reported procedure: A mixture of 2-(benzyloxy)-3,4-difluoro-1-nitrobenzene (7.65 g), 6-(methylsulfonyl)pyridin-3-ol (5.0 g) and potassium carbonate (4.4 g) in N,N-dimethylformamide (40 mL) was stirred at 90° C. for 5 h. The reaction mixture was concentrated in vacuo and the residue was partitioned between ethyl acetate and water. The organic layer was washed with successively water and brine, dried (MgSO4), filtered, and concentrated in vacuo. The residue was purified by silica gel chromatography (ethyl acetate:hex... Starting materials: [Ag+], CC(=O)N1CCCC(CC=O)(Cc2ccc(C)cc2)C1, CCO, O=[N+]([O-])[O-], [Na+], [OH-], O. The product is CCOC(=O)CC1(Cc2ccc(C)cc2)CCCN(C(C)=O)C1. As a reaction SMILES: [Ag+:31].[C:1]([CH3:2])(=[O:3])[N:4]1[CH2:5][C:6]([CH2:10][c:11]2[cH:12][cH:13][c:14]([CH3:17])[cH:15][cH:16]2)([CH2:18][CH:19]=[O:20])[CH2:7][CH2:8][CH2:9]1.[CH3:23][CH2:24][OH:25].[N+:27]([O-:28])([O-:29])=[O:30].[Na+:22].[OH-:21].[OH2:26]>>[C:1]([CH3:2])(=[O:3])[N:4]1[CH2:5][C:6]([CH2:10][c:11]2[cH:12][cH:13][c:14]([CH3:17])[cH:15][cH:16]2)([CH2:18][C:19](=[O:20])[O:25][CH2:24][CH3:23])[CH2:7][CH2:8][CH2:9]1. The reactants are CC1=C(NC2=C1C(N(CC2)CCN2CCCC2)=O)C=O (3-methyl-4-oxo-5-(2-pyrrolidin-1-yl-ethyl)-4,5,6,7-tetrahydro-1H-pyrrolo[3,2-c]pyridine-2-carbaldehyde), FC=1C=C2CC(NC2=CC1NC([C@H](C)O)=O)=O ((S)—N-(5-fluoro-2-oxo-2,3-dihydro-1H-indol-6-yl)-2-hydroxy-propionamide). Yields the product FC=1C=C2C(C(NC2=CC1NC([C@H](C)O)=O)=O)=CC1=C(C=2C(N(CCC2N1)CCN1CCCC1)=O)C ((S)—N-{5-fluoro-3-[3-methyl-4-oxo-5-(2-pyrrolidin-1-yl-ethyl)-4,5,6,7-tetrahydro-1H-pyrrolo[3,2-c]pyridin-2-ylmethylene]-2-oxo-2,3-dihydro-1H-indol-6-yl}-2-hydroxy-propionamide). Yield: 67.9%. Reaction SMILES: [CH3:1][C:2]1[C:6]2[C:7](=[O:18])[N:8]([CH2:11][CH2:12][N:13]3[CH2:17][CH2:16][CH2:15][CH2:14]3)[CH2:9][CH2:10][C:5]=2[NH:4][C:3]=1[CH:19]=O.[F:21][C:22]1[CH:23]=[C:24]2[C:28](=[CH:29][C:30]=1[NH:31][C:32](=[O:36])[C@@H:33]([OH:35])[CH3:34])[NH:27][C:26](=[O:37])[CH2:25]2>>[F:21][C:22]1[CH:23]=[C:24]2[C:28](=[CH:29][C:30]=1[NH:31][C:32](=[O:36])[C@@H:33]([OH:35])[CH3:34])[NH:27][C:26](=[O:37])[C:25]2=[CH:19][C:3]1[NH:4][C:5]2[CH2:10][CH2:9][N:8]([CH2:11][CH2:12][N:13]3[CH2:14][CH2:15][CH2:16][CH2:17]3)[C:7](=[O:18])[C:6]=2[C:2]=1[CH3:1]. Reported procedure: The title compound was prepared under the same conditions as described in Example 13 with 3-methyl-4-oxo-5-(2-pyrrolidin-1-yl-ethyl)-4,5,6,7-tetrahydro-1H-pyrrolo[3,2-c]pyridine-2-carbaldehyde and (S)—N-(5-fluoro-2-oxo-2,3-dihydro-1H-indol-6-yl)-2-hydroxy-propionamide as starting materials to give (S)—N-{5-fluoro-3-[3-methyl-4-oxo-5-(2-pyrrolidin-1-yl-ethyl)-4,5,6,7-tetrahydro-1H-pyrrolo[3,2-c]pyridin-2-ylmethylene]-2-oxo-2,3-dihydro-1H-indol-6-yl}-2-hydroxy-propionamide (48 mg, 67.9%) as a yell... The reactants are CC#N, CCn1cc(C(=O)O)c(=O)c2cc(F)c(Cl)nc21, NCC1CCCNC1. Product: CCn1cc(C(=O)O)c(=O)c2cc(F)c(N3CCCC(CN)C3)nc21. Reaction SMILES: [CH3:27][C:28]#[N:29].[Cl:1][c:2]1[c:3]([F:18])[cH:4][c:5]2[c:6](=[O:17])[c:7]([C:14](=[O:15])[OH:16])[cH:8][n:9]([CH2:12][CH3:13])[c:10]2[n:11]1.[NH2:19][CH2:20][CH:21]1[CH2:22][NH:23][CH2:24][CH2:25][CH2:26]1>>[c:2]1([N:23]2[CH2:22][CH:21]([CH2:20][NH2:19])[CH2:26][CH2:25][CH2:24]2)[c:3]([F:18])[cH:4][c:5]2[c:6](=[O:17])[c:7]([C:14](=[O:15])[OH:16])[cH:8][n:9]([CH2:12][CH3:13])[c:10]2[n:11]1.